Dataset: the Open Reaction Database (ORD), a public repository of structured organic reaction records. Task: describe an organic reaction: reactants, conditions, products, and yield The reactants are [Al+3], CCOCC, CCOC(=O)CCCCCCCC1Cc2c(c(OC)c(OC)c(OC)c2OC)C1, Cl, [H-], [H-], [H-], [H-], [Li+]. The product is COc1c2c(c(OC)c(OC)c1OC)CC(CCCCCCCCO)C2. RXN SMILES: [Al+3:2].[CH3:37][CH2:38][O:39][CH2:40][CH3:41].[CH3:7][O:8][c:9]1[c:10]2[c:14]([c:15]([O:22][CH3:23])[c:16]([O:20][CH3:21])[c:17]1[O:18][CH3:19])[CH2:13][CH:12]([CH2:24][CH2:25][CH2:26][CH2:27][CH2:28][CH2:29][CH2:30][C:31](=[O:32])[O:33][CH2:34][CH3:35])[CH2:11]2.[ClH:36].[H-:1].[H-:4].[H-:5].[H-:6].[Li+:3]>>[CH3:7][O:8][c:9]1[c:10]2[c:14]([c:15]([O:22][CH3:23])[c:16]([O:20][CH3:21])[c:17]1[O:18][CH3:19])[CH2:13][CH:12]([CH2:24][CH2:25][CH2:26][CH2:27][CH2:28][CH2:29][CH2:30][CH2:31][OH:32])[CH2:11]2. Starting materials: FC(C=1C=C(CNCC=2C(=NC(=CC2)F)N(CC2CC2)CC2CC2)C=C(C1)C(F)(F)F)(F)F ({3-[(3,5-bis-trifluoromethyl-benzylamino)-methyl]-6-fluoro-pyridin-2-yl}-bis-cyclopropylmethyl-amine), N#CBr (cyanogen bromide), C([O-])(O)=O.[Na+] (sodium bicarbonate). The solvent is CO (methanol). Reaction conditions: time 15 minute. The product is C1(CC1)CN(C1=NC(=CC=C1C=O)F)CC1CC1 (2-(bis-cyclopropylmethyl-amino)-6-fluoro-pyridine-3-carbaldehyde), product. The yield is 87.0%. RXN SMILES: FC(F)(F)C1C=C(C=C(C(F)(F)F)C=1)CN[CH2:8][C:9]1[C:10]([N:16]([CH2:21][CH:22]2[CH2:24][CH2:23]2)[CH2:17][CH:18]2[CH2:20][CH2:19]2)=[N:11][C:12]([F:15])=[CH:13][CH:14]=1.C(=O)(O)[O-:35].[Na+].N#CBr>CO>[CH:18]1([CH2:17][N:16]([CH2:21][CH:22]2[CH2:24][CH2:23]2)[C:10]2[C:9]([CH:8]=[O:35])=[CH:14][CH:13]=[C:12]([F:15])[N:11]=2)[CH2:20][CH2:19]1 |f:1.2|. Procedure: To {3-[(3,5-bis-trifluoromethyl-benzylamino)-methyl]-6-fluoro-pyridin-2-yl}-bis-cyclopropylmethyl-amine (302 mg, 0.64 mmol) stirred in methanol (10 mL) was added sodium bicarbonate (139.6 mg, 1.24 mmol). After stirring at room temperature for about 15 minutes, cyanogen bromide (237.5 mg, 1.12 mmol) was added and the solution was allowed to stir at room temperature for about 4 hours. The solution was extracted with ethyl acetate (2×15 mL). The combined organic layers were washed with water and br... Reactants: CCOCC (ether), N[C@@H](CC(OCC1=CC=CC=C1)=O)C(=O)N[C@@H]([C@H](OCC1=CC=CC=C1)C)C(=O)N[C@@H](COCC1=CC=CC=C1)C(=O)N[C@@H](COCC1=CC=CC=C1)C(=O)N[C@@H](CCC(OCC1=CC=CC=C1)=O)C(=O)O (H-Asp(OBzl)-Thr(Bzl)-Ser(Bzl)-Ser(Bzl)-Glu(OBzl)-OH), Cl (HCl), N([C@@H](C(C)C)C(=O)ON1C(=O)CCC1=O)C(=O)OC(C)(C)C (Boc-Val-OSu). The solvent is CCN(CC)CC (Et3N), CN(C)C=O (DMF), C1CCOC1 (THF), C1CCOC1 (THF), CCN(CC)CC (Et3N). Reaction conditions: time 8 hour. Product: N([C@@H](C(C)C)C(=O)N[C@@H](CC(OCC1=CC=CC=C1)=O)C(=O)N[C@@H]([C@H](OCC1=CC=CC=C1)C)C(=O)N[C@@H](COCC1=CC=CC=C1)C(=O)N[C@@H](COCC1=CC=CC=C1)C(=O)N[C@@H](CCC(OCC1=CC=CC=C1)=O)C(=O)O)C(=O)OC(C)(C)C (Boc-Val-Asp(OBzl)-Thr(Bzl)-Ser(Bzl)-Ser(Bzl)-Glu(OBzl)-OH). RXN SMILES: CCOCC.Cl.[NH2:7][C@H:8]([C:20]([NH:22][C@H:23]([C:34]([NH:36][C@H:37]([C:47]([NH:49][C@H:50]([C:60]([NH:62][C@H:63]([C:76]([OH:78])=[O:77])[CH2:64][CH2:65][C:66](=[O:75])[O:67][CH2:68][C:69]1[CH:74]=[CH:73][CH:72]=[CH:71][CH:70]=1)=[O:61])[CH2:51][O:52][CH2:53][C:54]1[CH:59]=[CH:58][CH:57]=[CH:56][CH:55]=1)=[O:48])[CH2:38][O:39][CH2:40][C:41]1[CH:46]=[CH:45][CH:44]=[CH:43][CH:42]=1)=[O:35])[C@@H:24]([CH3:33])[O:25][CH2:26][C:27]1[CH:32]=[CH:31][CH:30]=[CH:29][CH:28]=1)=[O:21])[CH2:9][C:10](=[O:19])[O:11][CH2:12][C:13]1[CH:18]=[CH:17][CH:16]=[CH:15][CH:14]=1.[NH:79]([C:94]([O:96][C:97]([CH3:100])([CH3:99])[CH3:98])=[O:95])[C@H:80]([C:84](ON1C(=O)CCC1=O)=[O:85])[CH:81]([CH3:83])[CH3:82]>C1COCC1.CN(C=O)C.CCN(CC)CC>[NH:79]([C:94]([O:96][C:97]([CH3:99])([CH3:98])[CH3:100])=[O:95])[C@H:80]([C:84]([NH:7][C@H:8]([C:20]([NH:22][C@H:23]([C:34]([NH:36][C@H:37]([C:47]([NH:49][C@H:50]([C:60]([NH:62][C@H:63]([C:76]([OH:78])=[O:77])[CH2:64][CH2:65][C:66](=[O:75])[O:67][CH2:68][C:69]1[CH:70]=[CH:71][CH:72]=[CH:73][CH:74]=1)=[O:61])[CH2:51][O:52][CH2:53][C:54]1[CH:59]=[CH:58][CH:57]=[CH:56][CH:55]=1)=[O:48])[CH2:38][O:39][CH2:40][C:41]1[CH:42]=[CH:43][CH:44]=[CH:45][CH:46]=1)=[O:35])[C@@H:24]([CH3:33])[O:25][CH2:26][C:27]1[CH:28]=[CH:29][CH:30]=[CH:31][CH:32]=1)=[O:21])[CH2:9][C:10](=[O:19])[O:11][CH2:12][C:13]1[CH:18]=[CH:17][CH:16]=[CH:15][CH:14]=1)=[O:85])[CH:81]([CH3:82])[CH3:83]. Procedure details: Boc-Asp(OBzl)-Thr(Bzl)-Ser(Bzl)-Ser(Bzl)-Glu(OBzl)-OH (50.0 g, 46 mmol) was deprotected with HCl (4.15 N) in THF and worked up as usual to give 45.4 g of white solid. It was dissolved in THF (1.5 liters) and treated with ether (7 liters). On standing at 0° overnight a white solid powder was obtained (44.0 g, mp 179°-184°). Part of this material, HCl.H-Asp(OBzl)-Thr(Bzl)-Ser(Bzl)-Ser(Bzl)-Glu(OBzl)-OH (43.7 g, 42.7 mmol) was then dissolved in 500 ml of DMF, cooled to 0°, and treated with Boc-Val-... Procedure: In a flame dried round-bottomed flask equipped with a magnetic stir bar and under inert atmosphere (N2), a solution of 3-hydroxy-2-{2-[5-(2-methyl-[1,3]dioxolan-2-yl)-thiophen-2-yl]-acetylamino}-propionic acid methyl ester (470 mg, 1.43 mmol) in dry THF (5 mL) was added at 0° C. to solution of (methoxycarbonylsulfamoyl)triethylammonium hydroxide (455 mg, 1.83 mmol) in dry THF (10 mL) and the resulting suspension was stirred at 0° C. for 20 min, followed by 15 min at rt. The reaction mixture was ... Product: COC(=O)C1N=C(OC1)CC=1SC(=CC1)C1(OCCO1)C (2-[5-(2-Methyl-[1,3]dioxolan-2-yl)-thiophen-2-ylmethyl]-4,5-dihydro-oxazole-4-carboxylic acid methyl ester). Starting materials: N#N (N2), COC(C(CO)NC(CC=1SC(=CC1)C1(OCCO1)C)=O)=O (3-hydroxy-2-{2-[5-(2-methyl-[1,3]dioxolan-2-yl)-thiophen-2-yl]-acetylamino}-propionic acid methyl ester), [OH-].COC(=O)NS(=O)(=O)[N+](CC)(CC)CC ((methoxycarbonylsulfamoyl)triethylammonium hydroxide). Reaction SMILES: N#N.[CH3:3][O:4][C:5](=[O:24])[CH:6]([NH:9][C:10](=[O:23])[CH2:11][C:12]1[S:13][C:14]([C:17]2([CH3:22])[O:21][CH2:20][CH2:19][O:18]2)=[CH:15][CH:16]=1)[CH2:7]O.[OH-].COC(NS([N+](CC)(CC)CC)(=O)=O)=O>C1COCC1>[CH3:3][O:4][C:5]([CH:6]1[CH2:7][O:23][C:10]([CH2:11][C:12]2[S:13][C:14]([C:17]3([CH3:22])[O:21][CH2:20][CH2:19][O:18]3)=[CH:15][CH:16]=2)=[N:9]1)=[O:24] |f:2.3|. Conditions: temperature 0 celsius, time 20 minute. Solvent: C1CCOC1 (THF), C1CCOC1 (THF). Starting materials: [H-].[H-].[H-].[H-].[Li+].[Al+3] (LAH), C(C)(C)(C)OC(=O)N1C(CCC1)CC(=O)OC (2-Methoxycarbonylmethylpyrrolidine-1-carboxylic acid tert-butyl ester). Solvent: C1CCOC1 (THF), C1CCOC1 (THF). Run at time 16 hour. Product: C(C)(C)(C)OC(=O)N1C(CCC1)CCO (2-(2-Hydroxyethyl)pyrrolidine-1-carboxylic acid tert-butyl ester). Reaction SMILES: [H-].[H-].[H-].[H-].[Li+].[Al+3].[C:7]([O:11][C:12]([N:14]1[CH2:18][CH2:17][CH2:16][CH:15]1[CH2:19][C:20](OC)=[O:21])=[O:13])([CH3:10])([CH3:9])[CH3:8]>C1COCC1>[C:7]([O:11][C:12]([N:14]1[CH2:18][CH2:17][CH2:16][CH:15]1[CH2:19][CH2:20][OH:21])=[O:13])([CH3:10])([CH3:9])[CH3:8] |f:0.1.2.3.4.5|. Procedure details: To a stirred solution of LAH (0.94 g, 24.69 mmol) in dry THF (100 mL) was added solution of compound 36 (3.0 g 12.34 mmol) in THF (40 mL) at 0° C. and stirred at rt for 16 hours. The reaction mixture was quenched with brine solution and filtered through a Celite® bed. The organic layer was dried over anhydrous Na2SO4 and evaporated. The crude was purified by Combiflash® chromatography eluting with 2-3% of methanol-DCM to provide liquid compound 37.